From a dataset of the Open Reaction Database (ORD), a public repository of structured organic reaction records. describe an organic reaction: reactants, conditions, products, and yield Reactants: Cl (Hydrochloric acid), FC(C1=CC(=C(C(=O)OC)C=C1)F)F (methyl 4-(difluoromethyl)-2-fluorobenzoate), O.[OH-].[Li+] (lithium hydroxide, monohydrate). Run in C1CCOC1 (THF), O (water). Conditions: time 3.5 hour. Product: FC(C1=CC(=C(C(=O)O)C=C1)F)F (4-(difluoromethyl)-2-fluorobenzoic acid). As a reaction SMILES: [F:1][CH:2]([F:14])[C:3]1[CH:12]=[CH:11][C:6]([C:7]([O:9]C)=[O:8])=[C:5]([F:13])[CH:4]=1.O.[OH-].[Li+].Cl>C1COCC1.O>[F:14][CH:2]([F:1])[C:3]1[CH:12]=[CH:11][C:6]([C:7]([OH:9])=[O:8])=[C:5]([F:13])[CH:4]=1 |f:1.2.3|. Reported procedure: To a solution of methyl 4-(difluoromethyl)-2-fluorobenzoate (61 mg, 0.27 mmol) in THF (2.7 mL), was added a solution of lithium hydroxide, monohydrate (170 mg, 4.0 mmol) in water (0.90 mL). The mixture was stirred for 3.5 hours. Hydrochloric acid (1 N) was added to adjust the pH to 2, and the product was extracted with ethyl acetate. The extracts were washed twice with water, once with brine, dried over sodium sulfate and concentrated to afford crude acid, used directly in the next step (51 mg, ...